From a dataset of the Open Reaction Database (ORD), a public repository of structured organic reaction records. describe an organic reaction: reactants, conditions, products, and yield Reactants: compound 15a, COC1=CC=C(CCl)C=C1 (4-methoxybenzyl chloride), KHCO3, [Na] (sodium), OC1=C(C=CC2=CC=CC=C12)C(=O)O (1-hydroxynaphthalene-2-carboxylic acid). Solvent: CS(=O)C (DMSO). Reaction conditions: temperature 70 celsius, time 1 hour. Yields the product OC1=C(C=CC2=CC=CC=C12)C(=O)OCC1=CC=C(C=C1)OC (4-methoxybenzyl 1-hydroxynaphthalene-2-carboxylate). Yield: 66431.7%. RXN SMILES: [Na].[OH:2][C:3]1[C:12]2[C:7](=[CH:8][CH:9]=[CH:10][CH:11]=2)[CH:6]=[CH:5][C:4]=1[C:13]([OH:15])=[O:14].[CH3:16][O:17][C:18]1[CH:25]=[CH:24][C:21]([CH2:22]Cl)=[CH:20][CH:19]=1>CS(C)=O>[OH:2][C:3]1[C:12]2[C:7](=[CH:8][CH:9]=[CH:10][CH:11]=2)[CH:6]=[CH:5][C:4]=1[C:13]([O:15][CH2:22][C:21]1[CH:24]=[CH:25][C:18]([O:17][CH3:16])=[CH:19][CH:20]=1)=[O:14] |^1:0|. Procedure details: (This is a compound 15a of Scheme 1). A suspension of powdered sodium salt of 1-hydroxynaphthalene-2-carboxylic acid (1) (61.3 g, 0.29 mmol) in DMSO (205 mL) was treated with 4-methoxybenzyl chloride (98%, 46.7 g, 0.29 mmol) and then stirred at 70° C. for 1 h. After cooling, the mixture was poured into dilute aqueous KHCO3 (3.5 L) and the resulting precipitate was collected, washed with water and dried. The solid was extracted with boiling petroleum ether (bp 60-65° C., 1100 mL), treated with de... Starting materials: C(C)OC(C#CC1=CC=C(C=C1)OC)=O ((4-methoxy-phenyl)-propynoic acid ethyl ester), C(C)(C)(C)OC(=O)N1CCCC2=CC=C(N=C12)CCOC=1C=C2C=CNC2=CC1 (7-[2-(1H-Indol-5-yloxy)-ethyl]-3,4-dihydro-2H-[1,8]naphthyridine-1-carboxylic acid tert-butyl ester), C30H32N3O4. Product: C(C)(C)(C)OC(=O)N1CCCC2=CC=C(N=C12)CCOC=1C=C2C=CN(C2=CC1)C(=CC(=O)OCC)C1=CC=C(C=C1)OC (7-(2-{1-[2-Ethoxycarbonyl-1-(4-methoxy-phenyl)-vinyl]-1H-indol-5-yloxy}-ethyl)-3,4-dihydro-2H-[1,8]naphthyridine-1-carboxylic acid tert-butyl ester). Isolated yield 88.0%. RXN SMILES: [CH2:1]([O:3][C:4](=[O:15])[C:5]#[C:6][C:7]1[CH:12]=[CH:11][C:10]([O:13][CH3:14])=[CH:9][CH:8]=1)[CH3:2].[C:16]([O:20][C:21]([N:23]1[C:32]2[C:27](=[CH:28][CH:29]=[C:30]([CH2:33][CH2:34][O:35][C:36]3[CH:37]=[C:38]4[C:42](=[CH:43][CH:44]=3)[NH:41][CH:40]=[CH:39]4)[N:31]=2)[CH2:26][CH2:25][CH2:24]1)=[O:22])([CH3:19])([CH3:18])[CH3:17]>>[C:16]([O:20][C:21]([N:23]1[C:32]2[C:27](=[CH:28][CH:29]=[C:30]([CH2:33][CH2:34][O:35][C:36]3[CH:37]=[C:38]4[C:42](=[CH:43][CH:44]=3)[N:41]([C:6]([C:7]3[CH:8]=[CH:9][C:10]([O:13][CH3:14])=[CH:11][CH:12]=3)=[CH:5][C:4]([O:3][CH2:1][CH3:2])=[O:15])[CH:40]=[CH:39]4)[N:31]=2)[CH2:26][CH2:25][CH2:24]1)=[O:22])([CH3:19])([CH3:17])[CH3:18]. Reported procedure: The title compound was synthesized from (4-methoxy-phenyl)-propynoic acid ethyl ester and 7-[2-(1H-Indol-5-yloxy)-ethyl]-3,4-dihydro-2H-[1,8]naphthyridine-1-carboxylic acid tert-butyl ester using the procedure described in Example 16, step (d1), in a 88% yield as an E/Z isomeric mixture. 1H NMR (CDCl3) [E/Z mixture] δ 7.32 (m, 2H), 7.21 (m, 1H), 7.11-6.85 (m, 6H), 6.70 (m, 1H), 6.50 (m, 1H), 6.13 (s, 0.5H), 6.03 (s, 0.5H), 4.40 (m, 2H) 4.10 (q, 2H, J=7.2 Hz), 3.86 (s, 1.5H), 3.83 (s, 1H), 3.76 (...